From a dataset of the Open Reaction Database (ORD), a public repository of structured organic reaction records. describe an organic reaction: reactants, conditions, products, and yield The reactants are CC(C)=O, COc1ccc(S(=O)(=O)Cl)cc1, [I-], [Na+]. Yields the product COc1ccc(S(=O)[O-])cc1, [Na+]. RXN SMILES: [CH3:15][C:16](=[O:17])[CH3:18].[CH3:3][O:4][c:5]1[cH:6][cH:7][c:8]([S:11](=[O:12])(=[O:13])[Cl:14])[cH:9][cH:10]1.[I-:1].[Na+:2]>>[CH3:3][O:4][c:5]1[cH:6][cH:7][c:8]([S:11](=[O:12])[O-:13])[cH:9][cH:10]1.[Na+:2]. The reactants are CC(=O)CC(C)=O, CCOC(C)=O, Cc1ccccc1, Cc1cc(=O)c2c(F)c(F)cc(C=O)c2o1, Cc1ccc(S(=O)(=O)O)cc1. Product: CC(=O)C(=Cc1cc(F)c(F)c2c(=O)cc(C)oc12)C(C)=O. Reaction SMILES: [CH3:17][C:18]([CH2:19][C:20]([CH3:21])=[O:22])=[O:23].[CH3:35][CH2:36][O:37][C:38](=[O:39])[CH3:40].[CH3:41][c:42]1[cH:43][cH:44][cH:45][cH:46][cH:47]1.[F:1][c:2]1[c:3]2[c:4](=[O:16])[cH:5][c:6]([CH3:15])[o:7][c:8]2[c:9]([CH:13]=[O:14])[cH:10][c:11]1[F:12].[c:24]1([CH3:25])[cH:26][cH:27][c:28]([S:29]([OH:30])(=[O:31])=[O:32])[cH:33][cH:34]1>>[F:1][c:2]1[c:3]2[c:4](=[O:16])[cH:5][c:6]([CH3:15])[o:7][c:8]2[c:9]([CH:13]=[C:19]([C:18]([CH3:17])=[O:23])[C:20]([CH3:21])=[O:22])[cH:10][c:11]1[F:12]. Starting materials: N1C(=O)NC(=O)C1 (Hydantoin), C1(CC1)NC1=C(C(=NC=2N1N=CC2C=O)N2CCN(CC2)C2=C(C#N)C=CC=N2)C (2-(4-(7-(cyclopropylamino)-3-formyl-6-methylpyrazolo[1,5-a]pyrimidin-5-yl)piperazin-1-yl)nicotinonitrile), N1CCCCC1 (piperidine). Solvent: O (water), C(C)O (ethanol). Run at temperature 80 celsius. Yields the product C1(CC1)NC1=C(C(=NC=2N1N=CC2C=C2NC(NC2=O)=O)N2CCN(CC2)C2=C(C#N)C=CC=N2)C (2-(4-(7-(cyclopropylamino)-3-((2,5-dioxoimidazolidin-4-ylidene)methyl)-6-methylpyrazolo[1,5-a]pyrimidin-5-yl)piperazin-1-yl)nicotinonitrile). Isolated yield 15.5%. Reaction SMILES: [NH:1]1[CH2:7][C:5](=[O:6])[NH:4][C:2]1=[O:3].[CH:8]1([NH:11][C:12]2[N:17]3[N:18]=[CH:19][C:20]([CH:21]=O)=[C:16]3[N:15]=[C:14]([N:23]3[CH2:28][CH2:27][N:26]([C:29]4[N:36]=[CH:35][CH:34]=[CH:33][C:30]=4[C:31]#[N:32])[CH2:25][CH2:24]3)[C:13]=2[CH3:37])[CH2:10][CH2:9]1.N1CCCCC1>C(O)C.O>[CH:8]1([NH:11][C:12]2[N:17]3[N:18]=[CH:19][C:20]([CH:21]=[C:7]4[C:5](=[O:6])[NH:4][C:2](=[O:3])[NH:1]4)=[C:16]3[N:15]=[C:14]([N:23]3[CH2:28][CH2:27][N:26]([C:29]4[N:36]=[CH:35][CH:34]=[CH:33][C:30]=4[C:31]#[N:32])[CH2:25][CH2:24]3)[C:13]=2[CH3:37])[CH2:9][CH2:10]1. Reported procedure: Hydantoin (7.5 mg, 0.08 mmol) and 2-(4-(7-(cyclopropylamino)-3-formyl-6-methylpyrazolo[1,5-a]pyrimidin-5-yl)piperazin-1-yl)nicotinonitrile (15 mg, 0.04 mmol) were dissolved in ethanol (0.5 mL) along with piperidine (8 uL, 0.08 mmol). The reaction was heated at 80° C. for 1 hour in the microwave. The reaction was then cooled to r.t., diluted with water, and the precipitate was collected and washed with water, 1:1 ethanol:water, then ethanol. The yellow solid was dried in vacuo to give 2-(4-(7-(cy... Reactants: FC(C(=O)OCC)(C=1C=C2C(=NC1)C[C@@]1(C(N(C3=NC=CC=C31)COCC[Si](C)(C)C)=O)C2)F ((S)-ethyl 2,2-difluoro-2-(2′-oxo-1′-((2-(trimethylsilyl)ethoxy)methyl)-1′,2′,5,7-tetrahydrospiro[cyclopenta[b]pyridine-6,3′-pyrrolo[2,3-b]pyridin]-3-yl)acetate), [Cl-].[Ca+2].[Cl-] (calcium chloride), [BH4-].[Na+] (sodium borohydride). The product is FC(CO)(F)C=1C=C2C(=NC1)C[C@@]1(C(N(C3=NC=CC=C31)COCC[Si](C)(C)C)=O)C2 ((S)-3-(1,1-Difluoro-2-hydroxyethyl)-1′-((2-(trimethylsilyl)ethoxy)methyl)-5,7-dihydrospiro[cyclopenta[b]pyridine-6,3′-pyrrolo[2,3-b]pyridin]-2′(1′H)-one). Procedure details: To a solution of (S)-ethyl 2,2-difluoro-2-(2′-oxo-1′-((2-(trimethylsilyl)ethoxy)methyl)-1′,2′,5,7-tetrahydrospiro[cyclopenta[b]pyridine-6,3′-pyrrolo[2,3-b]pyridin]-3-yl)acetate (0.542 g, 1.11 mmol) in MeOH (10 mL) at ambient temperature was added calcium chloride (0.184 g, 1.66 mmol) and sodium borohydride (0.128 g, 3.32 mmol). After stirring at ambient temperature for 24 h, the reaction was quenched with a saturated solution of sodium chloride (5 mL), partitioned between water (20 mL) and EtOAc... Run in CO (MeOH). As a reaction SMILES: [F:1][C:2]([F:34])([C:8]1[CH:9]=[C:10]2[CH2:33][C@@:15]3([C:23]4[C:18](=[N:19][CH:20]=[CH:21][CH:22]=4)[N:17]([CH2:24][O:25][CH2:26][CH2:27][Si:28]([CH3:31])([CH3:30])[CH3:29])[C:16]3=[O:32])[CH2:14][C:11]2=[N:12][CH:13]=1)[C:3](OCC)=[O:4].[Cl-].[Ca+2].[Cl-].[BH4-].[Na+]>CO>[F:34][C:2]([C:8]1[CH:9]=[C:10]2[CH2:33][C@@:15]3([C:23]4[C:18](=[N:19][CH:20]=[CH:21][CH:22]=4)[N:17]([CH2:24][O:25][CH2:26][CH2:27][Si:28]([CH3:29])([CH3:31])[CH3:30])[C:16]3=[O:32])[CH2:14][C:11]2=[N:12][CH:13]=1)([F:1])[CH2:3][OH:4] |f:1.2.3,4.5|. Reaction conditions: time 24 hour. Reactants: [H-].[Na+] (sodium hydride), FC1=CC=C(C=C1)S(=O)(=O)N(C1=NC=C(C=C1)C(C)C)CC(C)C (4-fluoro-N-isobutyl-N-(5-isopropylpyridin-2-yl)benzenesulfonamide), F[C@@H]1CN(CC[C@@H]1CO)C(=O)OC(C)(C)C (tert-butyl cis-3-fluoro-4-(hydroxymethyl)piperidine-1-carboxylate). The solvent is CN(C=O)C (N,N-dimethylformamide). Run at time 3 hour. The product is F[C@@H]1CN(CC[C@@H]1COC1=CC=C(C=C1)S(N(C1=NC=C(C=C1)C(C)C)CC(C)C)(=O)=O)C(=O)OC(C)(C)C (tert-butyl cis-3-fluoro-4-((4-(N-isobutyl-N-(5-isopropylpyridin-2-yl)sulfamoyl)phenoxy)methyl)piperidine-1-carboxylate). The yield is 83.4%. RXN SMILES: F[C:2]1[CH:7]=[CH:6][C:5]([S:8]([N:11]([CH2:21][CH:22]([CH3:24])[CH3:23])[C:12]2[CH:17]=[CH:16][C:15]([CH:18]([CH3:20])[CH3:19])=[CH:14][N:13]=2)(=[O:10])=[O:9])=[CH:4][CH:3]=1.[H-].[Na+].[F:27][C@H:28]1[C@@H:33]([CH2:34][OH:35])[CH2:32][CH2:31][N:30]([C:36]([O:38][C:39]([CH3:42])([CH3:41])[CH3:40])=[O:37])[CH2:29]1>CN(C)C=O>[F:27][C@H:28]1[C@@H:33]([CH2:34][O:35][C:2]2[CH:7]=[CH:6][C:5]([S:8](=[O:9])(=[O:10])[N:11]([CH2:21][CH:22]([CH3:23])[CH3:24])[C:12]3[CH:17]=[CH:16][C:15]([CH:18]([CH3:20])[CH3:19])=[CH:14][N:13]=3)=[CH:4][CH:3]=2)[CH2:32][CH2:31][N:30]([C:36]([O:38][C:39]([CH3:42])([CH3:41])[CH3:40])=[O:37])[CH2:29]1 |f:1.2|. Reported procedure: 4-fluoro-N-isobutyl-N-(5-isopropylpyridin-2-yl)benzenesulfonamide (30 mg, 0.10 mmol) was dissolved in N,N-dimethylformamide (DMF) (3 mL) and to this solution was added sodium hydride (2 mg, 0.10 mmol, 60% wt in mineral oil) followed by tert-butyl cis-3-fluoro-4-(hydroxymethyl)piperidine-1-carboxylate (24 mg, 0.10 mmol). The reaction was stirred for 3 hours at room temperature, under nitrogen, then quenched with water and concentrated in vacuo. The crude product was extracted to the organic phase... Reactants: CC1([C@@H]2[C@H]1CC1=C(SC(=C21)C)C(=O)O)C ((1aS,5aR)-1,1,2-trimethyl-1,1a,5,5a-tetrahydro-3-thia-cyclopropa[a]pentalene-4-carboxylic acid), CN(C)C(=[N+](C)C)ON1C2=C(C=CC=C2)N=N1.[B-](F)(F)(F)F (TBTU), C(C)N(C(C)C)C(C)C (ethyl-diisopropylamine), Cl.NCC1=CC(=C(C=C1)O)C (4-aminomethyl-2-methyl-phenol hydrochloride), C(C)N(C(C)C)C(C)C (ethyl-diisopropylamine). Solvent: CN(C)C=O (DMF), C(=O)O (formic acid), CN(C)C=O (DMF). Conditions: time 20 minute. Product: OC1=C(C=C(CNC(=O)C2=C3C[C@@H]4[C@H](C3=C(S2)C)C4(C)C)C=C1)C ((1aS,5aR)-1,1,2-trimethyl-1,1a,5,5a-tetrahydro-3-thia-cyclopropa[a]pentalene-4-carboxylic acid 4-hydroxy-3-methyl-benzylamide). The yield is 50.4%. Reaction SMILES: [CH3:1][C:2]1([CH3:15])[C@@H:4]2[CH2:5][C:6]3[C:10]([C@H:3]12)=[C:9]([CH3:11])[S:8][C:7]=3[C:12]([OH:14])=O.CN(C(ON1N=NC2C=CC=CC1=2)=[N+](C)C)C.[B-](F)(F)(F)F.C(N(C(C)C)C(C)C)C.Cl.[NH2:48][CH2:49][C:50]1[CH:55]=[CH:54][C:53]([OH:56])=[C:52]([CH3:57])[CH:51]=1>CN(C=O)C.C(O)=O>[OH:56][C:53]1[CH:54]=[CH:55][C:50]([CH2:49][NH:48][C:12]([C:7]2[S:8][C:9]([CH3:11])=[C:10]3[C:6]=2[CH2:5][C@H:4]2[C:2]([CH3:1])([CH3:15])[C@H:3]23)=[O:14])=[CH:51][C:52]=1[CH3:57] |f:1.2,4.5|. Procedure details: A solution of (1aS,5aR)-1,1,2-trimethyl-1,1a,5,5a-tetrahydro-3-thia-cyclopropa[a]pentalene-4-carboxylic acid (111 mg, 0.50 mmol), TBTU (177 mg, 0.55 mmol) and ethyl-diisopropylamine (282 μL, 1.65 mmol) in DMF (15 mL) is allowed to stand at rt for 20 min. A solution of 4-aminomethyl-2-methyl-phenol hydrochloride (96 mg, 0.55 mmol) and ethyl-diisopropylamine (94 μL, 0.55 mmol) in DMF (1.5 mL) is added and the mixture is allowed to stand at rt for 3 h. After the addition of formic acid (0.2 mL), th... Starting materials: C(#CCCCCCCCC)C1=CC=C(CNC2=CC=C(C=C2)/C=C/C(=O)OCC)C=C1 (ethyl (2E)-3-{4-[(4-dec-1-ynylbenzyl)amino]phenyl}acrylate), C1(=CC=CC=C1)CCC(=O)Cl (3-phenylpropanoyl chloride). Product: C(#CCCCCCCCC)C1=CC=C(CN(C2=CC=C(C=C2)/C=C/C(=O)OCC)C(CCC2=CC=CC=C2)=O)C=C1 (ethyl (2E)-3-{4-[(4-dec-1-ynylbenzyl)(3-phenylpropanoyl)-amino]phenyl}acrylate). RXN SMILES: [C:1]([C:11]1[CH:31]=[CH:30][C:14]([CH2:15][NH:16][C:17]2[CH:22]=[CH:21][C:20](/[CH:23]=[CH:24]/[C:25]([O:27][CH2:28][CH3:29])=[O:26])=[CH:19][CH:18]=2)=[CH:13][CH:12]=1)#[C:2][CH2:3][CH2:4][CH2:5][CH2:6][CH2:7][CH2:8][CH2:9][CH3:10].[C:32]1([CH2:38][CH2:39][C:40](Cl)=[O:41])[CH:37]=[CH:36][CH:35]=[CH:34][CH:33]=1>>[C:1]([C:11]1[CH:31]=[CH:30][C:14]([CH2:15][N:16]([C:40](=[O:41])[CH2:39][CH2:38][C:32]2[CH:37]=[CH:36][CH:35]=[CH:34][CH:33]=2)[C:17]2[CH:18]=[CH:19][C:20](/[CH:23]=[CH:24]/[C:25]([O:27][CH2:28][CH3:29])=[O:26])=[CH:21][CH:22]=2)=[CH:13][CH:12]=1)#[C:2][CH2:3][CH2:4][CH2:5][CH2:6][CH2:7][CH2:8][CH2:9][CH3:10]. Procedure: The title compound was prepared following the procedure E using of ethyl (2E)-3-{4-[(4-dec-1-ynylbenzyl)amino]phenyl}acrylate and 3-phenylpropanoyl chloride (58%). M+ (ESI): 560.6. HPLC, Rt: 6.4 min (purity: 98.7%). The reactants are C(CCC)(=O)NC(C(C(=O)OCC)=O)C (ethyl 3-butyramido-2-oxo-butyrate), ice, Cl.C(C)(=N)N (acetamidine hydrochloride), O.NN (hydrazine hydrate). Run in C(C)O (ethanol), C(C)O (ethanol), C(C)O (ethanol). Reaction conditions: time 10 minute. Yields the product C(CCC)(=O)NC(C)C=1C(NC(=NN1)C)=O (6-(1-Butyramido)ethyl-3-methyl-1,2,4-triazin-5(4H)-one). Reaction SMILES: Cl.[C:2]([NH2:5])(=[NH:4])[CH3:3].O.[NH2:7]N.[C:9]([NH:14][CH:15]([CH3:23])[C:16](=O)[C:17](OCC)=[O:18])(=[O:13])[CH2:10][CH2:11][CH3:12]>C(O)C>[C:9]([NH:14][CH:15]([C:16]1[C:17](=[O:18])[NH:4][C:2]([CH3:3])=[N:5][N:7]=1)[CH3:23])(=[O:13])[CH2:10][CH2:11][CH3:12] |f:0.1,2.3|. Reported procedure: To an ice-cold solution of acetamidine hydrochloride (66.2 g) in absolute ethanol (600 ml) was slowly added a solution of hydrazine hydrate (35 g) in absolute ethanol (20 ml) over 20 minutes. After completion of the addition stirring was continued at room temperature for 10 minutes. A solution of ethyl 3-butyramido-2-oxo-butyrate (151 g) in absolute ethanol (100 ml) was then added and the mixture heated at 65°-70° with stirring for 20 hours. The precipitated ammonium chloride was removed by filt... Reactants: C(C)(=O)NC1=C(C=C(C=2OC3C(C21)CCCC3)C(=O)OC)Cl (methyl 1-acetylamino-2-chloro-5a,6,7,8,9,9a-hexahydrodibenzofuran-4-carboxylate), dichlorodicyanoquinone. Solvent: C1=CC=CC=C1 (benzene), C1=CC=CC=C1 (benzene). Reaction conditions: temperature 80 celsius. Yields the product C(C)(=O)NC1=C(C=C(C=2OC3=C(C21)CCCC3)C(=O)OC)Cl (methyl 1-acetylamino-2-chloro-6,7,8,9-tetrahydrodibenzofuran-4-carboxylate). As a reaction SMILES: [C:1]([NH:4][C:5]1[C:13]2[CH:12]3[CH2:14][CH2:15][CH2:16][CH2:17][CH:11]3[O:10][C:9]=2[C:8]([C:18]([O:20][CH3:21])=[O:19])=[CH:7][C:6]=1[Cl:22])(=[O:3])[CH3:2]>C1C=CC=CC=1>[C:1]([NH:4][C:5]1[C:13]2[C:12]3[CH2:14][CH2:15][CH2:16][CH2:17][C:11]=3[O:10][C:9]=2[C:8]([C:18]([O:20][CH3:21])=[O:19])=[CH:7][C:6]=1[Cl:22])(=[O:3])[CH3:2]. Procedure: A mixture of 1 g methyl 1-acetylamino-2-chloro-5a,6,7,8,9,9a-hexahydrodibenzofuran-4-carboxylate and 1 g of dichlorodicyanoquinone in 15 ml of benzene is stirred and heated at 80° C in a sealed tube for 8 hours. The cooled reaction mixture is then diluted with benzene, filtered and evaporated to dryness. Purification by recrystallization from ethyl acetate/hexane gives pure methyl 1-acetylamino-2-chloro-6,7,8,9-tetrahydrodibenzofuran-4-carboxylate. The reactants are O=C([O-])O, CN(C)C=O, O=C(Cl)C(=O)Cl, ClCCl, [Na+], O=C(O)C1CCCN1S(=O)(=O)c1ccccc1. Yields the product O=C(Cl)C1CCCN1S(=O)(=O)c1ccccc1. RXN SMILES: [C:32](=[O:33])([OH:34])[O-:35].[CH3:24][N:25]([CH3:26])[CH:27]=[O:28].[Cl:18][C:19]([C:20]([Cl:21])=[O:22])=[O:23].[Cl:29][CH2:30][Cl:31].[Na+:36].[c:1]1([S:7](=[O:8])(=[O:9])[N:10]2[CH:11]([C:12](=[O:13])[OH:14])[CH2:15][CH2:16][CH2:17]2)[cH:2][cH:3][cH:4][cH:5][cH:6]1>>[c:1]1([S:7](=[O:8])(=[O:9])[N:10]2[CH:11]([C:12](=[O:13])[Cl:18])[CH2:15][CH2:16][CH2:17]2)[cH:2][cH:3][cH:4][cH:5][cH:6]1.